Dataset: the Open Reaction Database (ORD), a public repository of structured organic reaction records. Task: describe an organic reaction: reactants, conditions, products, and yield Reactants: (Ph3P)3RhH, [K] (potassium), C1=CC=CC2=CC=CC=C12 (naphthalene). Product: C1=CC=CC2=CC=CC=C12.[K] (potassium naphthalene). RXN SMILES: [K:1].[CH:2]1[C:11]2[C:6](=[CH:7][CH:8]=[CH:9][CH:10]=2)[CH:5]=[CH:4][CH:3]=1>>[CH:10]1[C:11]2[C:6](=[CH:5][CH:4]=[CH:3][CH:2]=2)[CH:7]=[CH:8][CH:9]=1.[K:1] |f:2.3,^1:0,21|. Procedure details: An H-shaped apparatus, described above, with the vertical arms separated by a horizontal filter tube, was loaded on one side with 1.2 g (Ph3P)3RhH (1.25 mmole) and on the other side, with 49 mg of potassium metal (1.25 mmoles) and 190 mg naphthalene (1.5 mmoles). Very pure tetrahydrofuran (20 ml) was distilled into each side of the H-tube, and the K/C10H8 mixture stirred until dissolution of the K metal to yield green potassium naphthalene was complete. The reddish solution of (Ph3P)3RhH was coo... Reactants: CI (methyl iodide), [Si](C1=CC=CC=C1)(C1=CC=CC=C1)(C(C)(C)C)OCC1=C(C(=CC=C1Cl)NC(CN1C(C=2C(C1=O)=CC=CC2)=O)=O)Cl (1-(tert-butyldiphenylsilyloxymethyl)-2,6-dichloro-3-(phthalimidoacetylamino)benzene), CN(C=O)C (N,N-dimethylformamide), [H-].[Na+] (sodium hydride). The solvent is O (Water). Run at time 50 minute. The product is [Si](C1=CC=CC=C1)(C1=CC=CC=C1)(C(C)(C)C)OCC1=C(C(=CC=C1Cl)N(C(CN1C(C=2C(C1=O)=CC=CC2)=O)=O)C)Cl (1-(tert-butyldiphenylsilyloxymethyl)-2,6-dichloro-3-[N-methyl-N-(phthalimidoacetyl)amino]benzene). As a reaction SMILES: [Si:1]([O:18][CH2:19][C:20]1[C:25]([Cl:26])=[CH:24][CH:23]=[C:22]([NH:27][C:28](=[O:41])[CH2:29][N:30]2[C:34](=[O:35])[C:33]3=[CH:36][CH:37]=[CH:38][CH:39]=[C:32]3[C:31]2=[O:40])[C:21]=1[Cl:42])([C:14]([CH3:17])([CH3:16])[CH3:15])([C:8]1[CH:13]=[CH:12][CH:11]=[CH:10][CH:9]=1)[C:2]1[CH:7]=[CH:6][CH:5]=[CH:4][CH:3]=1.[CH3:43]N(C)C=O.[H-].[Na+].CI>O>[Si:1]([O:18][CH2:19][C:20]1[C:25]([Cl:26])=[CH:24][CH:23]=[C:22]([N:27]([CH3:43])[C:28](=[O:41])[CH2:29][N:30]2[C:34](=[O:35])[C:33]3=[CH:36][CH:37]=[CH:38][CH:39]=[C:32]3[C:31]2=[O:40])[C:21]=1[Cl:42])([C:14]([CH3:17])([CH3:15])[CH3:16])([C:8]1[CH:9]=[CH:10][CH:11]=[CH:12][CH:13]=1)[C:2]1[CH:3]=[CH:4][CH:5]=[CH:6][CH:7]=1 |f:2.3|. Reported procedure: To a mixture of 1-(tert-butyldiphenylsilyloxymethyl)-2,6-dichloro-3-(phthalimidoacetylamino)benzene (453 mg) and N,N-dimethylformamide (2.2 ml) was added sodium hydride (60% in oil, 31 mg) under ice-cooling, and the mixture was stirred for 50 minutes. To the mixture was added methyl iodide (0.055 ml), and the mixture was stirred for 2.5 hours at ambient temperature. Water (88 ml) was added to the mixture under ice-cooling, and the resulting precipitates were collected by vacuum filtration and wa...